This data is from the Open Reaction Database (ORD), a public repository of structured organic reaction records. The task is: describe an organic reaction: reactants, conditions, products, and yield Starting materials: CCOC(=O)C(=O)CC(C)(C)c1ccc(C)cc1OC, C1CCOC1, CCCC[N+](CCCC)(CCCC)CCCC, [F-], C[Si](C)(C)C(F)(F)F. Yields the product CCOC(=O)C(O)(CC(C)(C)c1ccc(C)cc1OC)C(F)(F)F. Reaction SMILES: [CH2:1]([CH3:2])[O:3][C:4]([C:5]([CH2:6][C:7]([CH3:8])([CH3:9])[c:10]1[c:11]([O:17][CH3:18])[cH:12][c:13]([CH3:16])[cH:14][cH:15]1)=[O:19])=[O:20].[CH2:47]1[O:48][CH2:49][CH2:50][CH2:51]1.[CH3:30][CH2:31][CH2:32][CH2:33][N+:34]([CH2:35][CH2:36][CH2:37][CH3:38])([CH2:39][CH2:40][CH2:41][CH3:42])[CH2:43][CH2:44][CH2:45][CH3:46].[F-:29].[F:21][C:22]([F:23])([F:24])[Si:25]([CH3:26])([CH3:27])[CH3:28]>>[CH2:1]([CH3:2])[O:3][C:4]([C:5]([CH2:6][C:7]([CH3:8])([CH3:9])[c:10]1[c:11]([O:17][CH3:18])[cH:12][c:13]([CH3:16])[cH:14][cH:15]1)([OH:19])[C:22]([F:21])([F:23])[F:24])=[O:20]. The yield is 75.0%. Starting materials: NC=1OC2=C3C(=CC=C2C(C1C#N)(C1=CC(=C(C(=C1)OC)OC)Br)C)N(C=C3)O (2-Amino-4-(3-bromo-4,5-dimethoxyphenyl)-3-cyano-7-hydroxy-methyl-4H-pyrrolo[2,3-h]chromene), OCN1C=CC2=C(C=CC=C12)O (1-hydroxymethyl-4-hydroxy-indole), BrC=1C(=C(C=C(C=O)C1)OC)OC (5-bromoveratraldehyde), C(CC#N)#N (malononitrile), N1CCCCC1 (piperidine). Yields the product NC=1OC2=C3C(=CC=C2C(C1C#N)C1=CC(=C(C(=C1)OC)OC)Br)N(C=C3)CO (2-Amino-4-(3-bromo-4,5-dimethoxyphenyl)-3-cyano-7-hydroxymethyl-4H-pyrrolo[2,3-h]chromene), white solid. Procedure: 2-Amino-4-(3-bromo-4,5-dimethoxyphenyl)-3-cyano-7-hydroxy-methyl-4H-pyrrolo[2,3-h]chromene: The title compound was prepared from 1-hydroxymethyl-4-hydroxy-indole (550 mg, 3.37 mmol), 5-bromoveratraldehyde (826 mg, 3.37 mmol), malononitrile (222 mg, 3.37 mmol) and piperidine (0.17 mL, 1.7 mmol), similar to Example 16, to yield 1.15 g (75%) of a white solid. 1H NMR (CDCl3): 7.22-7.18 (m, 2H), 6.90 (d, J=1.8 Hz, 1H), 6.81 (d, J=8.4 Hz, 1H), 6.75 (d, J=1.8 Hz, 1H), 6.64 (d, J=3.3 Hz, 1H), 5.61 (s, 2... Reaction SMILES: [NH2:1][C:2]1[O:3][C:4]2[C:9]([C:10](C)([C:14]3[CH:19]=[C:18]([O:20][CH3:21])[C:17]([O:22][CH3:23])=[C:16]([Br:24])[CH:15]=3)[C:11]=1[C:12]#[N:13])=[CH:8][CH:7]=[C:6]1[N:26](O)[CH:27]=[CH:28][C:5]=21.[OH:30][CH2:31]N1C2C(=C(O)C=CC=2)C=C1.BrC1C(OC)=C(OC)C=C(C=1)C=O.C(#N)CC#N.N1CCCCC1>>[NH2:1][C:2]1[O:3][C:4]2[C:9]([CH:10]([C:14]3[CH:19]=[C:18]([O:20][CH3:21])[C:17]([O:22][CH3:23])=[C:16]([Br:24])[CH:15]=3)[C:11]=1[C:12]#[N:13])=[CH:8][CH:7]=[C:6]1[N:26]([CH2:31][OH:30])[CH:27]=[CH:28][C:5]=21. Run in C(C)#N (acetonitrile), C(C)(C)N(C(C)C)CC (N,N-diisopropylethylamine), C(C)#N (acetonitrile). Yield: 75.5%. The reactants are C(C)(=O)OCC (ethyl acetate), O[C@H](C)[C@@H]1[C@@H]2N(C(=C([C@@H]2C)OP(=O)(C2=CC=CC=C2)C2=CC=CC=C2)C(=O)OCC2=CC=C(C=C2)[N+](=O)[O-])C1=O (4-nitrobenzyl (1R,5R,6S)-6-[(1R)-1-hydroxyethyl]-1-methyl-2-(diphenylphosphoryloxy)-1-carbapen-2-em-3-carboxylate), S[C@H]1C[C@H](N(C1)C)C(=O)N1C[C@H](CC1)CNC(=O)OCC1=CC=C(C=C1)[N+](=O)[O-] ((2S,4S)-4-mercapto-1-methyl-2-[(3R)-3-(4-nitrobenzyloxycarbonylaminomethyl)pyrrolidin-1-ylcarbonyl]pyrrolidine). Reported procedure: To a solution of 4-nitrobenzyl (1R,5R,6S)-6-[(1R)-1-hydroxyethyl]-1-methyl-2-(diphenylphosphoryloxy)-1-carbapen-2-em-3-carboxylate (0.72 g) in anhydrous acetonitrile (7 ml), N,N-diisopropylethylamine (0.21 ml) and a solution of (2S,4S)-4-mercapto-1-methyl-2-[(3R)-3-(4-nitrobenzyloxycarbonylaminomethyl)pyrrolidin-1-ylcarbonyl]pyrrolidine (0.54 g) in anhydrous acetonitrile (10 ml) were added while stirring in an ice bath. The resulting mixture was stirred overnight at 0° C. To the reaction mixture... As a reaction SMILES: [OH:1][C@@H:2]([C@H:4]1[C:39](=[O:40])[N:6]2[C:7]([C:26]([O:28][CH2:29][C:30]3[CH:35]=[CH:34][C:33]([N+:36]([O-:38])=[O:37])=[CH:32][CH:31]=3)=[O:27])=[C:8](OP(C3C=CC=CC=3)(C3C=CC=CC=3)=O)[C@H:9]([CH3:10])[C@H:5]12)[CH3:3].[SH:41][C@@H:42]1[CH2:46][N:45]([CH3:47])[C@H:44]([C:48]([N:50]2[CH2:54][CH2:53][C@H:52]([CH2:55][NH:56][C:57]([O:59][CH2:60][C:61]3[CH:66]=[CH:65][C:64]([N+:67]([O-:69])=[O:68])=[CH:63][CH:62]=3)=[O:58])[CH2:51]2)=[O:49])[CH2:43]1.C(OCC)(=O)C>C(#N)C.C(N(CC)C(C)C)(C)C>[OH:1][C@@H:2]([C@H:4]1[C:39](=[O:40])[N:6]2[C:7]([C:26]([O:28][CH2:29][C:30]3[CH:35]=[CH:34][C:33]([N+:36]([O-:38])=[O:37])=[CH:32][CH:31]=3)=[O:27])=[C:8]([S:41][C@@H:42]3[CH2:46][N:45]([CH3:47])[C@H:44]([C:48]([N:50]4[CH2:54][CH2:53][C@H:52]([CH2:55][NH:56][C:57]([O:59][CH2:60][C:61]5[CH:66]=[CH:65][C:64]([N+:67]([O-:69])=[O:68])=[CH:63][CH:62]=5)=[O:58])[CH2:51]4)=[O:49])[CH2:43]3)[C@H:9]([CH3:10])[C@H:5]12)[CH3:3]. Product: O[C@H](C)[C@@H]1[C@@H]2N(C(=C([C@@H]2C)S[C@H]2C[C@H](N(C2)C)C(=O)N2C[C@H](CC2)CNC(=O)OCC2=CC=C(C=C2)[N+](=O)[O-])C(=O)OCC2=CC=C(C=C2)[N+](=O)[O-])C1=O (4-nitrobenzyl (1R,5S,6S)-6-[(1R)-1-hydroxyethyl]-1-methyl-2-[(2S,4S)-1-methyl-2-[(3R)-3-(4-nitrobenzyloxycarbonylaminomethyl)pyrrolidin-1-ylcarbonyl]pyrrolidin-4-ylthio]-1-carbapen-2-em-3-carboxylate). Reactants: CN1N=C(C=C1)C1=CC=CC=C1 (1-methyl-3-phenyl-1H-pyrazole), [H-].[Na+] (Sodium hydride), C1(=CC=CC=C1)C1=NNC=C1 (3-Phenyl pyrazole), IC (iodomethane). Solvent: C1CCOC1 (THF), O (water). Product: CN1N=CC=C1C1=CC=CC=C1 (1-methyl-5-phenyl-1H-pyrazole). The yield is 95.0%. Reaction SMILES: [H-].[Na+].[C:3]1([C:9]2[CH:13]=[CH:12][NH:11][N:10]=2)[CH:8]=[CH:7][CH:6]=[CH:5][CH:4]=1.IC.[CH3:16]N1C=CC(C2C=CC=CC=2)=N1>C1COCC1.O>[CH3:16][N:10]1[C:9]([C:3]2[CH:4]=[CH:5][CH:6]=[CH:7][CH:8]=2)=[CH:13][CH:12]=[N:11]1 |f:0.1|. Procedure details: Sodium hydride (60% dispersion in mineral oil, 0.83 g, 20.8 mmol) is suspended in THF (45 ml) and stirred under a nitrogen atmosphere. 3-Phenyl pyrazole (2.5 g, 17.3 mmol dissolved in THF, 15 ml) is added slowly, stirred for 30 minutes then iodomethane (1.3 ml, 20.8 mmol) added and stirred for 3 hrs. The reaction is added to water and extracted twice with ethyl acetate. The combined organic extracts are ished with brine, dried over Na2SO4, filtered and concentrated. The crude product is purified... The reactants are ( 15 ), FC(C(O)C1=C(C(=CC=C1)C1CCNCC1)F)(F)F (2,2,2-trifluoro-1-(2-fluoro-3-piperidin-4-ylphenyl)ethanol), ( 13 ), C([O-])([O-])=O.[K+].[K+] (potassium carbonate), ICC (iodoethane), ( 5 ). Run in C(C)#N (acetonitrile). Product: C(C)N1CCC(CC1)C=1C(=C(C=CC1)C(C(F)(F)F)O)F (1-[3-(1-ETHYLPIPERIDIN-4-YL)-2-FLUOROPHENYL]-2,2,2-TRIFLUOROETHANOL). As a reaction SMILES: [F:1][C:2]([F:19])([F:18])[CH:3]([C:5]1[CH:10]=[CH:9][CH:8]=[C:7]([CH:11]2[CH2:16][CH2:15][NH:14][CH2:13][CH2:12]2)[C:6]=1[F:17])[OH:4].C(=O)([O-])[O-].[K+].[K+].I[CH2:27][CH3:28]>C(#N)C>[CH2:27]([N:14]1[CH2:13][CH2:12][CH:11]([C:7]2[C:6]([F:17])=[C:5]([CH:3]([OH:4])[C:2]([F:1])([F:18])[F:19])[CH:10]=[CH:9][CH:8]=2)[CH2:16][CH2:15]1)[CH3:28] |f:1.2.3|. Procedure details: Preparation according to Example 1: 2,2,2-trifluoro-1-(2-fluoro-3-piperidin-4-ylphenyl)ethanol (0.01 g), acetonitrile (2 ml), potassium carbonate (0.01 g) and iodoethane (0.01 g). MS m/z (rel. intensity, 70 eV) 305 (M+, 17), 304 (13), 291 (15), 290 (bp), 149 (5). Starting materials: CCOCC, CCO, Cl, CCOCc1nc2c(N)nc3ccccc3c2n1NCCCNC(=O)OC(C)(C)C, [Na+], [OH-], O. The product is CCOCc1nc2c(N)nc3ccccc3c2n1NCCCN. As a reaction SMILES: [CH3:32][CH2:33][O:34][CH2:35][CH3:36].[CH3:39][CH2:40][OH:41].[ClH:31].[NH2:1][c:2]1[n:3][c:4]2[cH:5][cH:6][cH:7][cH:8][c:9]2[c:10]2[c:11]1[n:12][c:13]([CH2:27][O:28][CH2:29][CH3:30])[n:14]2[NH:15][CH2:16][CH2:17][CH2:18][NH:19][C:20](=[O:21])[O:22][C:23]([CH3:24])([CH3:25])[CH3:26].[Na+:38].[OH-:37].[OH2:42]>>[NH2:1][c:2]1[n:3][c:4]2[cH:5][cH:6][cH:7][cH:8][c:9]2[c:10]2[c:11]1[n:12][c:13]([CH2:27][O:28][CH2:29][CH3:30])[n:14]2[NH:15][CH2:16][CH2:17][CH2:18][NH2:19]. The reactants are C=CCN1CCCNCC1, CS(C)=O, CO, COc1cc(CCc2cc(NC(=O)c3cnc(Cl)cn3)[nH]n2)cc(OC)c1. Yields the product C=CCN1CCCN(c2cnc(C(=O)Nc3cc(CCc4cc(OC)cc(OC)c4)n[nH]3)cn2)CC1. As a reaction SMILES: [CH2:1]([CH:2]=[CH2:3])[N:4]1[CH2:5][CH2:6][NH:7][CH2:8][CH2:9][CH2:10]1.[CH3:38][S:39]([CH3:40])=[O:41].[CH3:42][OH:43].[Cl:11][c:12]1[n:13][cH:14][c:15]([C:18](=[O:19])[NH:20][c:21]2[nH:22][n:23][c:24]([CH2:26][CH2:27][c:28]3[cH:29][c:30]([O:36][CH3:37])[cH:31][c:32]([O:34][CH3:35])[cH:33]3)[cH:25]2)[n:16][cH:17]1>>[CH2:1]([CH:2]=[CH2:3])[N:4]1[CH2:5][CH2:6][N:7]([c:12]2[n:13][cH:14][c:15]([C:18](=[O:19])[NH:20][c:21]3[nH:22][n:23][c:24]([CH2:26][CH2:27][c:28]4[cH:29][c:30]([O:36][CH3:37])[cH:31][c:32]([O:34][CH3:35])[cH:33]4)[cH:25]3)[n:16][cH:17]2)[CH2:8][CH2:9][CH2:10]1. The reactants are [Al+3], CCOCC, CC1CCC(C=O)C(C)(C)C1, [H-], [H-], [H-], [H-], [Li+]. The product is CC1CCC(CO)C(C)(C)C1. Reaction SMILES: [Al+3:13].[CH3:18][CH2:19][O:20][CH2:21][CH3:22].[CH3:1][C:2]1([CH3:11])[CH:3]([CH:9]=[O:10])[CH2:4][CH2:5][CH:6]([CH3:8])[CH2:7]1.[H-:12].[H-:15].[H-:16].[H-:17].[Li+:14]>>[CH3:1][C:2]1([CH3:11])[CH:3]([CH2:9][OH:10])[CH2:4][CH2:5][CH:6]([CH3:8])[CH2:7]1. The reactants are C(C)(=O)O (acetic acid), S1C(=CC=C1)CC(=O)[O-].[K+] (potassium thiolacetate), ClC1=C(C=CC(=C1Cl)OC)C(=O)C1=CC=NN1COCC ((2,3-dichloro-4-methoxyphenyl)(1-ethoxymethyl-5-pyrazolyl)methanone), O (water). The solvent is CS(=O)C (dimethylsulfoxide). Reaction conditions: time 4 hour. The product is ClC1=C(C=CC(=C1Cl)C(=O)C1=CC=NN1COCC)O (2,3-dichloro-4-(1-ethoxymethyl-5-pyrazolylcarbonyl)phenol). The yield is 71.3%. RXN SMILES: S1C=CC=C1CC([O-])=O.[K+].[Cl:11][C:12]1[C:17]([Cl:18])=[C:16]([O:19]C)[CH:15]=[CH:14][C:13]=1[C:21]([C:23]1[N:27]([CH2:28][O:29][CH2:30][CH3:31])[N:26]=[CH:25][CH:24]=1)=[O:22].O.C(O)(=O)C>CS(C)=O>[Cl:18][C:17]1[C:12]([Cl:11])=[C:13]([C:21]([C:23]2[N:27]([CH2:28][O:29][CH2:30][CH3:31])[N:26]=[CH:25][CH:24]=2)=[O:22])[CH:14]=[CH:15][C:16]=1[OH:19] |f:0.1|. Procedure details: 9.45 g of potassium thiolacetate are added to a solution of 5.45 g of (2,3-dichloro-4-methoxyphenyl)(1-ethoxymethyl-5-pyrazolyl)methanone in dimethylsulfoxide and the mixture is stirred at 90°-100° C. under argon gas atmosphere for 4 hours. After cooling the solution, cold water is added thereto, and the mixture is adjusted to pH 5-6 with acetic acid and then extracted with ethyl acetate. The extract is washed with water, dried and evaporated to remove solvent. The residue is purified by silica ...